describe an organic reaction: reactants, conditions, products, and yield From a dataset of the Open Reaction Database (ORD), a public repository of structured organic reaction records. The reactants are C(N)(OC(C)(C)C)=O (t-Butyl carbamate), COC(=O)C1=CC=C(C=C1)C1(CC1)NC(=O)[C@@H]1N(CC(C1)(C)C)C(=O)OC(C)(C)C ((R)-tert-butyl 2-((1-(4-(methoxycarbonyl)phenyl)cyclopropyl)carbamoyl)-4,4-dimethylpyrrolidine-1-carboxylate). The product is CC1(C[C@@H](NC1)C(=O)NC1(CC1)C1=CC=C(C(=O)OC)C=C1)C ((R)-methyl 4-(1-(4,4-dimethylpyrrolidine-2-carboxamido)cyclopropyl)benzoate). The yield is 98.0%. RXN SMILES: C(=O)(OC(C)(C)C)N.[CH3:9][O:10][C:11]([C:13]1[CH:18]=[CH:17][C:16]([C:19]2([NH:22][C:23]([C@H:25]3[CH2:29][C:28]([CH3:31])([CH3:30])[CH2:27][N:26]3C(OC(C)(C)C)=O)=[O:24])[CH2:21][CH2:20]2)=[CH:15][CH:14]=1)=[O:12]>>[CH3:30][C:28]1([CH3:31])[CH2:27][NH:26][C@@H:25]([C:23]([NH:22][C:19]2([C:16]3[CH:15]=[CH:14][C:13]([C:11]([O:10][CH3:9])=[O:12])=[CH:18][CH:17]=3)[CH2:21][CH2:20]2)=[O:24])[CH2:29]1. Procedure details: The title compound (D108) (70 mg) was prepared according to the general procedure for t-Butyl carbamate (Boc) cleavage starting from (R)-tert-butyl 2-((1-(4-(methoxycarbonyl)phenyl)cyclopropyl)carbamoyl)-4,4-dimethylpyrrolidine-1-carboxylate (D75) (94 mg). The reactants are C(C)OC(=NC#N)C1=CC(OC2=C1C=C(C=C2)[N+](=O)[O-])(C)C (N-cyano -6-nitro-2,2-dimethyl-2H-1-benzopyran-4-carboximidic acid ethyl ester), C1(CC1)N (cyclopropylamine), ClCCl (dichloromethane), CCOC(=O)C (AcOEt). The solvent is CCCCCC (n-hexane). Conditions: time 1.5 hour. The product is C(#N)NC(=NC1CC1)C1=CC(OC2=C1C=C(C=C2)[N+](=O)[O-])(C)C (N-cyano-N'-cyclopropyl-6-nitro-2,2-dimethyl-2H-1-benzopyran -4-carboxamidine). The yield is 29.5%. As a reaction SMILES: C(O[C:4]([C:8]1[C:13]2[CH:14]=[C:15]([N+:18]([O-:20])=[O:19])[CH:16]=[CH:17][C:12]=2[O:11][C:10]([CH3:22])([CH3:21])[CH:9]=1)=[N:5][C:6]#[N:7])C.[CH:23]1([NH2:26])[CH2:25][CH2:24]1.ClCCl.CCOC(C)=O>CCCCCC>[C:6]([NH:5][C:4]([C:8]1[C:13]2[CH:14]=[C:15]([N+:18]([O-:20])=[O:19])[CH:16]=[CH:17][C:12]=2[O:11][C:10]([CH3:21])([CH3:22])[CH:9]=1)=[N:26][CH:23]1[CH2:25][CH2:24]1)#[N:7]. Reported procedure: A mixture of 98 mg of N-cyano -6-nitro-2,2-dimethyl-2H-1-benzopyran-4-carboximidic acid ethyl ester, 30 mg of cyclopropylamine, and 1 ml of dichloromethane was stirred at room temperature for 1.5 hours. The reaction mixture was subjected to silica gel column chromatography (AcOEt:n-hexane=l:l) and then recrystallization from a mixture of acetone and n-hexane to obtain 30 mg of N-cyano-N'-cyclopropyl-6-nitro-2,2-dimethyl-2H-1-benzopyran -4-carboxamidine represented by formula shown below. Reactants: FC(F)(F)c1cc(COc2ccc(Br)cn2)ccc1C1CCCCC1, CC(C)(C)[O-], Cc1ccccc1, [Fe+2], CC(C)(C)OC(=O)N1CCNCC1, [Na+], c1ccc(P(c2ccccc2)[c-]2cccc2)cc1, c1ccc(P(c2ccccc2)[c-]2cccc2)cc1. Product: CC(C)(C)OC(=O)N1CCN(c2ccc(OCc3ccc(C4CCCCC4)c(C(F)(F)F)c3)nc2)CC1. As a reaction SMILES: [Br:1][c:2]1[cH:3][cH:4][c:5]([O:8][CH2:9][c:10]2[cH:11][c:12]([C:22]([F:23])([F:24])[F:25])[c:13]([CH:16]3[CH2:17][CH2:18][CH2:19][CH2:20][CH2:21]3)[cH:14][cH:15]2)[n:6][cH:7]1.[CH3:39][C:40]([CH3:41])([O-:42])[CH3:43].[CH3:45][c:46]1[cH:47][cH:48][cH:49][cH:50][cH:51]1.[Fe+2:88].[N:26]1([C:32](=[O:33])[O:34][C:35]([CH3:36])([CH3:37])[CH3:38])[CH2:27][CH2:28][NH:29][CH2:30][CH2:31]1.[Na+:44].[cH:52]1[cH:53][cH:54][c:55]([P:56]([c:57]2[cH:58][cH:59][cH:60][cH:61][cH:62]2)[c-:63]2[cH:64][cH:65][cH:66][cH:67]2)[cH:68][cH:69]1.[cH:70]1[cH:71][cH:72][c:73]([P:74]([c:75]2[cH:76][cH:77][cH:78][cH:79][cH:80]2)[c-:81]2[cH:82][cH:83][cH:84][cH:85]2)[cH:86][cH:87]1>>[c:2]1([N:29]2[CH2:28][CH2:27][N:26]([C:32](=[O:33])[O:34][C:35]([CH3:36])([CH3:37])[CH3:38])[CH2:31][CH2:30]2)[cH:3][cH:4][c:5]([O:8][CH2:9][c:10]2[cH:11][c:12]([C:22]([F:23])([F:24])[F:25])[c:13]([CH:16]3[CH2:17][CH2:18][CH2:19][CH2:20][CH2:21]3)[cH:14][cH:15]2)[n:6][cH:7]1. Isolated yield 47.5%. The product is FC(C=1C=C(CN2C(C3=C(OCCC2)N=C(C=C3C3=C(C=CC=C3)Cl)N3CCC(CC3)N3CCCC3)=O)C=C(C1)C(F)(F)F)(F)F (5-[3,5-bis(trifluoromethyl)benzyl]-7-(2-chlorophenyl)-6-oxo-9-[4-(pyrrolidine-1-yl)piperidine-1-yl]-2,3,4,5-tetrahydro-6H-pyrido[2,3-b][1,5]oxazocine). Procedure details: In a similar manner to Example 1, 5-[3,5-bis(trifluoromethyl)benzyl]-9-chloro-7-(2-chlorophenyl)-6-oxo-2,3,4,5-tetrahydro-6H-pyrido[2,3-b][1,5]oxazocine (100 mg) was reacted with 4-(pyrrolidine-1-yl)piperidine (70.2 mg) to obtain 5-[3,5-bis(trifluoromethyl)benzyl]-7-(2-chlorophenyl)-6-oxo-9-[4-(pyrrolidine-1-yl)piperidine-1-yl]-2,3,4,5-tetrahydro-6H-pyrido[2,3-b][1,5]oxazocine (57.7 mg, 48%). As a reaction SMILES: [F:1][C:2]([F:36])([F:35])[C:3]1[CH:4]=[C:5]([CH:28]=[C:29]([C:31]([F:34])([F:33])[F:32])[CH:30]=1)[CH2:6][N:7]1[CH2:14][CH2:13][CH2:12][O:11][C:10]2[N:15]=[C:16](Cl)[CH:17]=[C:18]([C:19]3[CH:24]=[CH:23][CH:22]=[CH:21][C:20]=3[Cl:25])[C:9]=2[C:8]1=[O:27].[N:37]1([CH:42]2[CH2:47][CH2:46][NH:45][CH2:44][CH2:43]2)[CH2:41][CH2:40][CH2:39][CH2:38]1>>[F:32][C:31]([F:34])([F:33])[C:29]1[CH:28]=[C:5]([CH:4]=[C:3]([C:2]([F:35])([F:36])[F:1])[CH:30]=1)[CH2:6][N:7]1[CH2:14][CH2:13][CH2:12][O:11][C:10]2[N:15]=[C:16]([N:45]3[CH2:46][CH2:47][CH:42]([N:37]4[CH2:41][CH2:40][CH2:39][CH2:38]4)[CH2:43][CH2:44]3)[CH:17]=[C:18]([C:19]3[CH:24]=[CH:23][CH:22]=[CH:21][C:20]=3[Cl:25])[C:9]=2[C:8]1=[O:27]. The reactants are FC(C=1C=C(CN2C(C3=C(OCCC2)N=C(C=C3C3=C(C=CC=C3)Cl)Cl)=O)C=C(C1)C(F)(F)F)(F)F (5-[3,5-bis(trifluoromethyl)benzyl]-9-chloro-7-(2-chlorophenyl)-6-oxo-2,3,4,5-tetrahydro-6H-pyrido[2,3-b][1,5]oxazocine), N1(CCCC1)C1CCNCC1 (4-(pyrrolidine-1-yl)piperidine). Starting materials: C[S-].[Na+] (Sodium thiomethoxide), P(O)(O)=O.C(C)C(C)(C(C1=NN(C=N1)C(C1=CC=CC=C1)(C1=CC=CC=C1)C1=CC=CC=C1)I)CC (diethyl 3-iodo-3(1-trityl-1,2,4-triazol-3-yl)propane phosphonate), O (water). The solvent is C(C)O (ethanol). Run at time 5 hour. Product: P(O)(O)=O.C(C)C(C)(C(C1=NN(C=N1)C(C1=CC=CC=C1)(C1=CC=CC=C1)C1=CC=CC=C1)SC)CC (diethyl 3-methylthio-3(1-trityl-1,2,4-triazol-3-yl)propane phosphonate). The yield is 68.9%. RXN SMILES: [CH3:1][S-:2].[Na+].[PH:4](=[O:7])([OH:6])[OH:5].[CH2:8]([C:10]([CH2:38][CH3:39])([CH:12](I)[C:13]1[N:17]=[CH:16][N:15]([C:18]([C:31]2[CH:36]=[CH:35][CH:34]=[CH:33][CH:32]=2)([C:25]2[CH:30]=[CH:29][CH:28]=[CH:27][CH:26]=2)[C:19]2[CH:24]=[CH:23][CH:22]=[CH:21][CH:20]=2)[N:14]=1)[CH3:11])[CH3:9].O>C(O)C>[PH:4](=[O:5])([OH:7])[OH:6].[CH2:8]([C:10]([CH2:38][CH3:39])([CH:12]([S:2][CH3:1])[C:13]1[N:17]=[CH:16][N:15]([C:18]([C:31]2[CH:36]=[CH:35][CH:34]=[CH:33][CH:32]=2)([C:25]2[CH:30]=[CH:29][CH:28]=[CH:27][CH:26]=2)[C:19]2[CH:24]=[CH:23][CH:22]=[CH:21][CH:20]=2)[N:14]=1)[CH3:11])[CH3:9] |f:0.1,2.3,6.7|. Reported procedure: Sodium thiomethoxide (0.24 g) was added to a stirred solution of diethyl 3-iodo-3(1-trityl-1,2,4-triazol-3-yl)propane phosphonate (1.0 g, prepared as described in Example 30) in ethanol (10 ml). The mixture was stirred for five hours, allowed to stand overnight, poured into water and extracted with ethyl acetate. The extracts were washed with brine, dried over magnesium sulphate and evaporated under reduced pressure. The residue was chromatographed on silica, using dichloromethane-ethanol (49:1)... The reactants are FC(C(=O)OC(C(F)(F)F)=O)(F)F (Trifluoroacetic anhydride), CN(C=O)C (N,N-dimethylformamide), BrC=1N=C2C(=NC1C)N(C=C2)COCC[Si](C)(C)C (2-bromo-3-methyl-5-(2-trimethylsilanyl-ethoxymethyl)-5H-pyrrolo[2,3-b]pyrazine). Solvent: ClCCl (dichloromethane). The product is BrC=1N=C2C(=NC1C)N(C=C2C=O)COCC[Si](C)(C)C (2-bromo-3-methyl-5-(2-trimethylsilanyl-ethoxymethyl)-5H-pyrrolo[2,3-b]pyrazine-7-carbaldehyde). The yield is 84.8%. Reaction SMILES: FC(F)(F)[C:3](OC(=O)C(F)(F)F)=[O:4].CN(C)C=O.[Br:19][C:20]1[N:21]=[C:22]2[CH:29]=[CH:28][N:27]([CH2:30][O:31][CH2:32][CH2:33][Si:34]([CH3:37])([CH3:36])[CH3:35])[C:23]2=[N:24][C:25]=1[CH3:26]>ClCCl>[Br:19][C:20]1[N:21]=[C:22]2[C:29]([CH:3]=[O:4])=[CH:28][N:27]([CH2:30][O:31][CH2:32][CH2:33][Si:34]([CH3:36])([CH3:35])[CH3:37])[C:23]2=[N:24][C:25]=1[CH3:26]. Procedure details: Trifluoroacetic anhydride (10.2 mL, 60.8 mmol) was added dropwise, with cooling (ice bath), to N,N-dimethylformamide (24 mL) under an argon atmosphere. The cooling bath was removed for 15 min to facilitate stirring and then replaced. A solution of 2-bromo-3-methyl-5-(2-trimethylsilanyl-ethoxymethyl)-5H-pyrrolo[2,3-b]pyrazine (3.47 g, 10.1 mmol) in dichloromethane (5 mL) was added dropwise. The cooling bath was removed; the mixture was stirred for 15 min, then set in a bath at 45° C. and stirred ... Starting materials: CCCCC/C=C\C/C=C\CCCCCCCC(=O)O (linoleic), C(CCCCCCCCCCCCCCCCC)(=O)O (stearic acid). The product is CCCCC[C@@H]1[C@@H](O1)C/C=C\CCCCCCCC(=O)O (vernolic acid). Reaction SMILES: [CH3:1][CH2:2][CH2:3][CH2:4][CH2:5]/[CH:6]=[CH:7]\[CH2:8]/[CH:9]=[CH:10]\[CH2:11][CH2:12][CH2:13][CH2:14][CH2:15][CH2:16][CH2:17][C:18]([OH:20])=[O:19].C(O)(=[O:39])CCCCCCCCCCCCCCCCC>>[CH3:1][CH2:2][CH2:3][CH2:4][CH2:5][C@H:6]1[O:39][C@H:7]1[CH2:8]/[CH:9]=[CH:10]\[CH2:11][CH2:12][CH2:13][CH2:14][CH2:15][CH2:16][CH2:17][C:18]([OH:20])=[O:19]. Procedure details: Vernolia oil undergoes saponification and acification followed by cold temperature (-20° C.) crystallization to yield a methylated product comprised of vernolic, palmitic, oleic, linoleic and stearic acid. The vernolic acid is isolated and further purified through a series of low temperature recrystalizations. The purified vernolic acid, ##STR1## is then hydrogenated to yield 12,13-epoxystearic acid, having the formula: ##STR2## The 12,13-epoxystearic acid is then oxidized to yield 12-oxododecan... Reactants: CO, C[Si](C)(C)Cl, [I-], [N-]=[N+]=NCCCNc1nonc1-c1noc(=O)n1-c1ccc(F)c(Br)c1, [Na+], [Na+], [Na+], O, O=S([O-])([O-])=S. Yields the product I, NCCCNc1nonc1-c1noc(=O)n1-c1ccc(F)c(Br)c1. RXN SMILES: [CH3:41][OH:42].[Cl:29][Si:30]([CH3:31])([CH3:32])[CH3:33].[I-:28].[N:1](=[N+:2]=[N-:3])[CH2:4][CH2:5][CH2:6][NH:7][c:8]1[c:9](-[c:13]2[n:14][o:15][c:16](=[O:26])[n:17]2-[c:18]2[cH:19][c:20]([Br:25])[c:21]([F:24])[cH:22][cH:23]2)[n:10][o:11][n:12]1.[Na+:27].[Na+:39].[Na+:40].[OH2:43].[S:34]([O-:35])([O-:36])(=[O:37])=[S:38]>>[IH:28].[NH2:1][CH2:4][CH2:5][CH2:6][NH:7][c:8]1[c:9](-[c:13]2[n:14][o:15][c:16](=[O:26])[n:17]2-[c:18]2[cH:19][c:20]([Br:25])[c:21]([F:24])[cH:22][cH:23]2)[n:10][o:11][n:12]1. Procedure details: A mechanically stirred mixture of 177.2 g (0.605 mol) of 1,4-dichloro-5-hydroxy-9,10-anthracenedione (1, British Pat. No. 1,029,448), 83.5 g (0.605 mol) of powdered anhydrous potassium carbonate, 79 ml (0.675 mol) of benzyl bromide, and 1.7 l of dry acetone was heated at reflux for three days. The initial dark brown suspension changed to an olive green color signaling the end of the reaction. The mixture was filtered hot and the salts were washed with hot acetone. The cooled filtrate was concent... The solvent is CC(=O)C (acetone). Reactants: C([O-])([O-])=O.[K+].[K+] (potassium carbonate), C(C1=CC=CC=C1)Br (benzyl bromide), ClC1=CC=C(C=2C(C3=C(C=CC=C3C(C12)=O)O)=O)Cl (1,4-dichloro-5-hydroxy-9,10-anthracenedione). Isolated yield 86.8%. As a reaction SMILES: [Cl:1][C:2]1[C:15]2[C:14](=[O:16])[C:13]3[C:8](=[C:9]([OH:17])[CH:10]=[CH:11][CH:12]=3)[C:7](=[O:18])[C:6]=2[C:5]([Cl:19])=[CH:4][CH:3]=1.C(=O)([O-])[O-].[K+].[K+].[CH2:26](Br)[C:27]1[CH:32]=[CH:31][CH:30]=[CH:29][CH:28]=1>CC(C)=O>[Cl:1][C:2]1[C:15]2[C:14](=[O:16])[C:13]3[C:8](=[C:9]([O:17][CH2:26][C:27]4[CH:32]=[CH:31][CH:30]=[CH:29][CH:28]=4)[CH:10]=[CH:11][CH:12]=3)[C:7](=[O:18])[C:6]=2[C:5]([Cl:19])=[CH:4][CH:3]=1 |f:1.2.3|. Yields the product ClC1=CC=C(C=2C(C3=C(C=CC=C3C(C12)=O)OCC1=CC=CC=C1)=O)Cl (1,4-Dichloro-5-(phenylmethoxy)-9,10-anthracenedione). The reactants are CN(C)c1ccc(C(=O)O)c(C(=O)c2ccc(N(C)C)cc2N(C)C)c1, CC(=O)OC(C)=O, CN(C)c1cccc(N(C)C)c1, Cl. Reaction SMILES: [CH3:1][N:2]([c:3]1[c:4]([C:5](=[O:6])[c:7]2[c:8]([C:9](=[O:10])[OH:11])[cH:12][cH:13][c:14]([N:16]([CH3:17])[CH3:18])[cH:15]2)[cH:19][cH:20][c:21]([N:23]([CH3:24])[CH3:25])[cH:22]1)[CH3:26].[CH3:27][C:28]([O:29][C:30](=[O:31])[CH3:32])=[O:33].[CH3:34][N:35]([c:36]1[cH:37][c:38]([N:42]([CH3:43])[CH3:44])[cH:39][cH:40][cH:41]1)[CH3:45].[ClH:46]>>[CH3:1][N:2]([c:3]1[c:4]([C:5]2([c:39]3[c:38]([N:42]([CH3:43])[CH3:44])[cH:37][c:36]([N:35]([CH3:34])[CH3:45])[cH:41][cH:40]3)[c:7]3[c:8]([cH:12][cH:13][c:14]([N:16]([CH3:17])[CH3:18])[cH:15]3)[C:9](=[O:10])[O:11]2)[cH:19][cH:20][c:21]([N:23]([CH3:24])[CH3:25])[cH:22]1)[CH3:26]. Yields the product CN(C)c1ccc(C2(c3ccc(N(C)C)cc3N(C)C)OC(=O)c3ccc(N(C)C)cc32)c(N(C)C)c1.